The task is: describe an organic reaction: reactants, conditions, products, and yield. This data is from the Open Reaction Database (ORD), a public repository of structured organic reaction records. Reactants: COC1=NC=C(C(=N1)OC)B(O)O (2,4-Dimethoxy-pyrimidine-5-boronic acid), IC=1N=NC=CC1 (3-iodo-pyridazine), C(=O)([O-])[O-].[Na+].[Na+] (Na2CO3), C1=CC=C(C=C1)P(C2=CC=CC=C2)C3=CC=CC=C3 (PPh3). Reagents/catalysts: CC(=O)[O-].CC(=O)[O-].[Pd+2] (Pd(OAc)2). The solvent is C(CC)O (n-PrOH). Product: COC1=NC=C(C(=N1)OC)C=1N=NC=CC1 (3-(2,4-Dimethoxy-pyrimidin-5-yl)-pyridazine). Yield: 33.7%. As a reaction SMILES: [CH3:1][O:2][C:3]1[N:8]=[C:7]([O:9][CH3:10])[C:6](B(O)O)=[CH:5][N:4]=1.I[C:15]1[N:16]=[N:17][CH:18]=[CH:19][CH:20]=1.C([O-])([O-])=O.[Na+].[Na+].C1C=CC(P(C2C=CC=CC=2)C2C=CC=CC=2)=CC=1>C(O)CC.CC([O-])=O.CC([O-])=O.[Pd+2]>[CH3:1][O:2][C:3]1[N:8]=[C:7]([O:9][CH3:10])[C:6]([C:15]2[N:16]=[N:17][CH:18]=[CH:19][CH:20]=2)=[CH:5][N:4]=1 |f:2.3.4,7.8.9|. Reported procedure: 2,4-Dimethoxy-pyrimidine-5-boronic acid (2.05 g, 11.21 mmol) was dissolved in degassed n-PrOH (80 ml) and then 3-iodo-pyridazine (Prep 119, 2.1 g, 10.19 mmol), Na2CO3 (3.24 g, 30.57 mmol), PPh3 (890 mg, 3.40 mmol) and Pd(OAc)2 (180 mg, 0.8 mmol) were added. The suspension was stirred at reflux for 5 hours. The solvent was evaporated under vacuum and the crude was partitioned between water and ethyl acetate. The organic phase washed with brine, dried (Na2SO4) and evaporated. The residue was tritu... Starting materials: FC(C(=O)O)(F)F.C(C)N(C(OCC1=CC=CC=C1)=O)C1CCNCC1 (benzyl ethyl(piperidin-4-yl)carbamate trifluoroacetate), ClC1=NC(=NC(=C1)C)C (4-chloro-2,6-dimethylpyrimidine), C(=O)([O-])[O-].[K+].[K+] (K2CO3). Solvent: CC(=O)C (acetone). Reaction conditions: time 14 hour. The product is CC1=NC(=CC(=N1)N1CCC(CC1)N(C(OCC1=CC=CC=C1)=O)CC)C (Benzyl 1-(2,6-dimethylpyrimidin-4-yl)piperidin-4-yl(ethyl)carbamate). Yield: 63.0%. As a reaction SMILES: FC(F)(F)C(O)=O.[CH2:8]([N:10]([CH:21]1[CH2:26][CH2:25][NH:24][CH2:23][CH2:22]1)[C:11](=[O:20])[O:12][CH2:13][C:14]1[CH:19]=[CH:18][CH:17]=[CH:16][CH:15]=1)[CH3:9].Cl[C:28]1[CH:33]=[C:32]([CH3:34])[N:31]=[C:30]([CH3:35])[N:29]=1.C([O-])([O-])=O.[K+].[K+]>CC(C)=O>[CH3:35][C:30]1[N:29]=[C:28]([N:24]2[CH2:25][CH2:26][CH:21]([N:10]([CH2:8][CH3:9])[C:11](=[O:20])[O:12][CH2:13][C:14]3[CH:19]=[CH:18][CH:17]=[CH:16][CH:15]=3)[CH2:22][CH2:23]2)[CH:33]=[C:32]([CH3:34])[N:31]=1 |f:0.1,3.4.5|. Procedure: A mixture of benzyl ethyl(piperidin-4-yl)carbamate trifluoroacetate (4.14 mmol, 1.0 eq), 4-chloro-2,6-dimethylpyrimidine (0.706 g, 4.97 mmol, 1.2 eq) and K2CO3 (1.14 g, 8.28 mmol, 2.0 eq) in acetone (20 ml) was stirred for 14 hours at boiling temperature. After monitoring by TLC, the mixture was concentrated, diluted with DCM (200 ml), washed with water (80 ml) and sat. NaCl solution (80 ml), dried over sodium sulfate and concentrated under reduced pressure. The crude product was purified by col...